From a dataset of the Open Reaction Database (ORD), a public repository of structured organic reaction records. describe an organic reaction: reactants, conditions, products, and yield The reactants are CCOP(=O)(CC(=O)OC(C)(C)C)OCC, C1CCOC1, COC(OC)c1ccc(C=O)nc1, [H-], [Na+]. The product is COC(OC)c1ccc(C=CC(=O)OC(C)(C)C)nc1. RXN SMILES: [CH2:14]([O:15][P:16]([O:17][CH2:18][CH3:19])(=[O:20])[CH2:22][C:23](=[O:24])[O:25][C:26]([CH3:27])([CH3:28])[CH3:29])[CH3:21].[CH2:32]1[O:33][CH2:34][CH2:35][CH2:36]1.[CH3:1][O:2][CH:3]([c:4]1[cH:5][cH:6][c:7]([CH:10]=[O:11])[n:8][cH:9]1)[O:12][CH3:13].[H-:31].[Na+:30]>>[CH3:1][O:2][CH:3]([c:4]1[cH:5][cH:6][c:7]([CH:10]=[CH:22][C:23](=[O:24])[O:25][C:26]([CH3:27])([CH3:28])[CH3:29])[n:8][cH:9]1)[O:12][CH3:13].